Task: describe an organic reaction: reactants, conditions, products, and yield. Dataset: the Open Reaction Database (ORD), a public repository of structured organic reaction records Reactants: ClC1=NC=C(C=C1)[N+](=O)[O-] (2-chloro-5-nitropyridine), C1(=CC=CC=C1)C1CCNCC1 (4-phenylpiperidine). Yields the product C1(=CC=CC=C1)C1CCN(CC1)C1=CC=C(C=N1)N (6-(4-phenylpiperidin-1-yl)pyridin-3-amine). RXN SMILES: Cl[C:2]1[CH:7]=[CH:6][C:5]([N+:8]([O-])=O)=[CH:4][N:3]=1.[C:11]1([CH:17]2[CH2:22][CH2:21][NH:20][CH2:19][CH2:18]2)[CH:16]=[CH:15][CH:14]=[CH:13][CH:12]=1>>[C:11]1([CH:17]2[CH2:18][CH2:19][N:20]([C:2]3[N:3]=[CH:4][C:5]([NH2:8])=[CH:6][CH:7]=3)[CH2:21][CH2:22]2)[CH:16]=[CH:15][CH:14]=[CH:13][CH:12]=1. Reported procedure: Intermediate B-6 was prepared by the general procedure for intermediate B-2, by using 2-chloro-5-nitropyridine and 4-phenylpiperidine as starting materials. LCMS (ESI) calcd for [M+1]+ 254.2. found 254.1. The reactants are [Br-], CC[Mg+], CCOCC, CC(CNS(=O)(=O)C(C)C)c1ccc(-c2ccc(C=O)cc2)cc1, C1CCOC1. Product: CCC(O)c1ccc(-c2ccc(C(C)CNS(=O)(=O)C(C)C)cc2)cc1. Reaction SMILES: [Br-:25].[CH2:26]([CH3:27])[Mg+:28].[CH2:34]([O:35][CH2:36][CH3:37])[CH3:38].[CH3:1][CH:2]([CH3:3])[S:4](=[O:5])(=[O:6])[NH:7][CH2:8][CH:9]([CH3:10])[c:11]1[cH:12][cH:13][c:14](-[c:17]2[cH:18][cH:19][c:20]([CH:23]=[O:24])[cH:21][cH:22]2)[cH:15][cH:16]1.[O:29]1[CH2:30][CH2:31][CH2:32][CH2:33]1>>[CH3:1][CH:2]([CH3:3])[S:4](=[O:5])(=[O:6])[NH:7][CH2:8][CH:9]([CH3:10])[c:11]1[cH:12][cH:13][c:14](-[c:17]2[cH:18][cH:19][c:20]([CH:23]([OH:24])[CH2:26][CH3:27])[cH:21][cH:22]2)[cH:15][cH:16]1. The reactants are NN1C(C2=CC=CC=C2C(=N1)C1=CC(=C(C=C1)C)C)=O (2-amino-4-(3,4-dimethylphenyl)phthalazin-1(2H)-one), FC=1C=C(C=C(C1)F)CC(=O)O (2-(3,5-difluorophenyl)acetic acid). Product: FC=1C=C(C=C(C1)F)CC(=O)NN1C(C2=CC=CC=C2C(=N1)C1=CC(=C(C=C1)C)C)=O (2-(3,5-difluorophenyl)-N-[4-(3,4-dimethylphenyl)-1-oxophthalazin-2(1H)-yl]acetamide). RXN SMILES: [NH2:1][N:2]1[N:11]=[C:10]([C:12]2[CH:17]=[CH:16][C:15]([CH3:18])=[C:14]([CH3:19])[CH:13]=2)[C:9]2[C:4](=[CH:5][CH:6]=[CH:7][CH:8]=2)[C:3]1=[O:20].[F:21][C:22]1[CH:23]=[C:24]([CH2:29][C:30](O)=[O:31])[CH:25]=[C:26]([F:28])[CH:27]=1>>[F:21][C:22]1[CH:23]=[C:24]([CH2:29][C:30]([NH:1][N:2]2[N:11]=[C:10]([C:12]3[CH:17]=[CH:16][C:15]([CH3:18])=[C:14]([CH3:19])[CH:13]=3)[C:9]3[C:4](=[CH:5][CH:6]=[CH:7][CH:8]=3)[C:3]2=[O:20])=[O:31])[CH:25]=[C:26]([F:28])[CH:27]=1. Procedure: The product of Example 163A and 2-(3,5-difluorophenyl)acetic acid were treated using a method similar to that described in Example 17C to give the title compound. 1H NMR (400 MHz, DMSO-d6) δ ppm 11.74 (s, 1H), 8.39-8.42 (m, 1H), 7.89-8.02 (m, 2H), 7.74-7.77 (m, 1H), 7.25-7.39 (m, 3H), 7.12-7.18 (m, 3H), 3.77 (s, 2H), 2.32 (s, 3H), 2.31 (s, 3H); MS (APCI+) M/Z 420 (M+H)+. Reactants: CO (MeOH), C1(=CC=CC=C1)C=1C=C(SC1C(F)(F)F)C1=NC(=NO1)C=1C=C2C=CN(C2=CC1)CCC(=O)OCC (Ethyl 3-(5-{5-[4-phenyl-5-(trifluoromethyl)-2-thienyl]-1,2,4-oxadiazol-3-yl}-1H-indol-1-yl)propanoate), product. The solvent is C(Cl)(Cl)Cl (CHCl3), [OH-].[Na+] (NaOH). Reaction conditions: temperature 50 celsius. Product: C1(=CC=CC=C1)C=1C=C(SC1C(F)(F)F)C1=NC(=NO1)C=1C=C2C=CN(C2=CC1)CCC(=O)O (3-(5-{5-[4-phenyl-5-(trifluoromethyl)-2-thienyl]-1,2,4-oxadiazol-3-yl}-1H-indol-1-yl)propanoic acid). Isolated yield 8.4%. RXN SMILES: [C:1]1([C:7]2[CH:8]=[C:9]([C:16]3[O:20][N:19]=[C:18]([C:21]4[CH:22]=[C:23]5[C:27](=[CH:28][CH:29]=4)[N:26]([CH2:30][CH2:31][C:32]([O:34]CC)=[O:33])[CH:25]=[CH:24]5)[N:17]=3)[S:10][C:11]=2[C:12]([F:15])([F:14])[F:13])[CH:6]=[CH:5][CH:4]=[CH:3][CH:2]=1.CO>[OH-].[Na+].C(Cl)(Cl)Cl>[C:1]1([C:7]2[CH:8]=[C:9]([C:16]3[O:20][N:19]=[C:18]([C:21]4[CH:22]=[C:23]5[C:27](=[CH:28][CH:29]=4)[N:26]([CH2:30][CH2:31][C:32]([OH:34])=[O:33])[CH:25]=[CH:24]5)[N:17]=3)[S:10][C:11]=2[C:12]([F:14])([F:15])[F:13])[CH:6]=[CH:5][CH:4]=[CH:3][CH:2]=1 |f:2.3|. Reported procedure: D3 (38 mg) was dissolved in 2M aqueous NaOH (0.5 ml) and MeOH (0.5 ml) then stirred at RT overnight. LCMS analysis showed 41% product so the reaction mixture was heated to 50° C. and stirred over the weekend. LCMS showed the reaction to be complete. The reaction mixture was evaporated then partitioned between H2O and DCM. The organic layer was extracted with H2O. The combined aqueous extracts were acidified to pH=1 and extracted with DCM. These DCM extracts were dried over MgSO4, filtered and ev... Starting materials: C=C1CC(=O)O1 (diketene), C(O)CN (ethanolamine), 20.C, O (H2O). Run in ClCCl (dichloromethane). Reaction conditions: time 2 hour. Product: OCCNC(CC(C)=O)=O (N-(2-hydroxyethyl)-3-oxobutanamide). As a reaction SMILES: [CH2:1]=[C:2]1[O:6][C:4](=[O:5])[CH2:3]1.[CH2:7]([CH2:9][NH2:10])[OH:8].O>ClCCl>[OH:8][CH2:7][CH2:9][NH:10][C:4](=[O:5])[CH2:3][C:2](=[O:6])[CH3:1]. Procedure: To a solution of diketene (42.1 g, 0.5 mol) in dichloromethane (100 ml), ethanolamine (30.5 g, 0.5 mol) was added dropwise at 10°-20.C with stirring, and the reaction was carried out at room temperature for 2 hrs. After pouring H2O (200 ml) into the reaction solution, an aqueous layer was separated, washed thrice with dichloromethane and was obtained N-(2-hydroxyethyl)-3-oxobutanamide as an aqueous solution. The reactants are CCCCCCCCCCCCCCCCCCC1CC(=O)OC1=O, C1CO1. Product: CCCCCCCCCCCCCCCCCCC(CC(=O)O)C(=O)O. As a reaction SMILES: [CH2:1]([CH2:2][CH2:3][CH2:4][CH2:5][CH2:6][CH2:7][CH2:8][CH2:9][CH2:10][CH2:11][CH2:12][CH2:13][CH2:14][CH2:15][CH2:16][CH2:17][CH3:18])[CH:19]1[C:20](=[O:21])[O:22][C:23](=[O:25])[CH2:24]1.[CH2:26]1[CH2:27][O:28]1>>[CH2:1]([CH2:2][CH2:3][CH2:4][CH2:5][CH2:6][CH2:7][CH2:8][CH2:9][CH2:10][CH2:11][CH2:12][CH2:13][CH2:14][CH2:15][CH2:16][CH2:17][CH3:18])[CH:19]([C:20](=[O:21])[OH:28])[CH2:24][C:23]([OH:22])=[O:25]. The reactants are C[Si](C)(C)CCOCn1cc(C#N)nc1Br, CCOC(C)=O, CCCCCCC, CC(C)[Mg+], [Cl-], ClCCl, C1CCOC1. Yields the product CCOC(=O)c1nc(C#N)cn1COCC[Si](C)(C)C. Reaction SMILES: [Br:1][c:2]1[n:3]([CH2:9][O:10][CH2:11][CH2:12][Si:13]([CH3:14])([CH3:15])[CH3:16])[cH:4][c:5]([C:7]#[N:8])[n:6]1.[CH3:27][CH2:28][O:29][C:30](=[O:31])[CH3:32].[CH3:36][CH2:37][CH2:38][CH2:39][CH2:40][CH2:41][CH3:42].[CH:23]([Mg+:24])([CH3:25])[CH3:26].[Cl-:22].[Cl:33][CH2:34][Cl:35].[O:17]1[CH2:18][CH2:19][CH2:20][CH2:21]1>>[c:2]1([C:30]([O:29][CH2:28][CH3:27])=[O:31])[n:3]([CH2:9][O:10][CH2:11][CH2:12][Si:13]([CH3:14])([CH3:15])[CH3:16])[cH:4][c:5]([C:7]#[N:8])[n:6]1. Starting materials: OCC1=CC=C(C=C1)CC(=O)O ((4-hydroxymethyl-phenyl)-acetic acid), NC1=C(C=CC=C1)S (2-amino-benzenethiol). Conditions: temperature 160 celsius. Yields the product S1C(=NC2=C1C=CC=C2)CC2=CC=C(C=C2)CO ((4-Benzothiazol-2-ylmethyl-phenyl)-methanol). Yield: 13.7%. As a reaction SMILES: [OH:1][CH2:2][C:3]1[CH:8]=[CH:7][C:6]([CH2:9][C:10](O)=O)=[CH:5][CH:4]=1.[NH2:13][C:14]1[CH:19]=[CH:18][CH:17]=[CH:16][C:15]=1[SH:20]>>[S:20]1[C:15]2[CH:16]=[CH:17][CH:18]=[CH:19][C:14]=2[N:13]=[C:10]1[CH2:9][C:6]1[CH:7]=[CH:8][C:3]([CH2:2][OH:1])=[CH:4][CH:5]=1. Procedure: To (4-hydroxymethyl-phenyl)-acetic acid (2 g, 12 mmol) was added 2-amino-benzenethiol (13.2 g, 12 mmol) and the mixture was heated at 160° C. for 48 h. The crude residue was then partitioned between EtOAc (200 mL) and 1 N NaOH (200 mL). The organic layer was separated, washed with satd. aq. NaCl (200 mL), dried (MgSO4), filtered and concentrated. Purification by silica gel flash chromatography (0% to 80% EtOAc in hexanes) afforded the title compound as a colorless oil (0.42 g, 14%). MS (ESI): ma... The reactants are C(C)C1C(CC(C(C(OC(C2CCCCN2C(C(C2(C(CC(C(C(CC(CC(=C1)C)C)OC)O2)OC)C)O)=O)=O)=O)C(=CC2CC(C(CC2)O)OC)C)C)O[Si](C)(C)C(C)(C)C)=O (17-ethyl-1-hydroxy-14-(tert-butyldimethylsiloxy)-12-[2'-(4"-hydroxy-3"-methoxycyclohexyl)-1'-methylvinyl]-23,25-dimethoxy-13,19,21,27-tetramethyl-11,28-dioxa-4-azatricyclo[22.3.1.04,9 ]octacos-18-ene-2,3,10,16-tetraone), [N+](=[N-])=CC(=O)C1=CC=CC=C1 (α-diazoacetophenone). The reagents and catalysts are C(C)(=O)[O-].[Rh+3].C(C)(=O)[O-].C(C)(=O)[O-] (rhodium acetate). The solvent is ClCCl (dichloromethane), ClCCl (dichloromethane). Reaction conditions: time 15 minute. The product is C(C)C1C(CC(C(C(OC(C2CCCCN2C(C(C2(C(CC(C(C(CC(CC(=C1)C)C)OC)O2)OC)C)O)=O)=O)=O)C(=CC2CC(C(CC2)OCC(=O)C2=CC=CC=C2)OC)C)C)O[Si](C)(C)C(C)(C)C)=O (17-Ethyl-1-hydroxy-14-(tert-butyldimethylsiloxy)-12-[2'-(4"-(2"'-phenyl-2"'-oxoethyloxy)-3"-methoxycyclohexyl)-1'-methylvinyl]-23,25-dimethoxy-13,19,21,27-tetramethyl-11,28-dioxa-4-azatricyclo[22.3.1.04,9 ]octacos-18-ene-2,3,10,16-tetraone). Yield: 33.3%. RXN SMILES: [CH2:1]([CH:3]1[CH:29]=[C:28]([CH3:30])[CH2:27][CH:26]([CH3:31])[CH2:25][CH:24]([O:32][CH3:33])[CH:23]2[O:34][C:19]([OH:38])([CH:20]([CH3:37])[CH2:21][CH:22]2[O:35][CH3:36])[C:18](=[O:39])[C:17](=[O:40])[N:16]2[CH:11]([CH2:12][CH2:13][CH2:14][CH2:15]2)[C:10](=[O:41])[O:9][CH:8]([C:42]([CH3:53])=[CH:43][CH:44]2[CH2:49][CH2:48][CH:47]([OH:50])[CH:46]([O:51][CH3:52])[CH2:45]2)[CH:7]([CH3:54])[CH:6]([O:55][Si:56]([C:59]([CH3:62])([CH3:61])[CH3:60])([CH3:58])[CH3:57])[CH2:5][C:4]1=[O:63])[CH3:2].[N+](=[CH:66][C:67]([C:69]1[CH:74]=[CH:73][CH:72]=[CH:71][CH:70]=1)=[O:68])=[N-]>ClCCl.C([O-])(=O)C.[Rh+3].C([O-])(=O)C.C([O-])(=O)C>[CH2:1]([CH:3]1[CH:29]=[C:28]([CH3:30])[CH2:27][CH:26]([CH3:31])[CH2:25][CH:24]([O:32][CH3:33])[CH:23]2[O:34][C:19]([OH:38])([CH:20]([CH3:37])[CH2:21][CH:22]2[O:35][CH3:36])[C:18](=[O:39])[C:17](=[O:40])[N:16]2[CH:11]([CH2:12][CH2:13][CH2:14][CH2:15]2)[C:10](=[O:41])[O:9][CH:8]([C:42]([CH3:53])=[CH:43][CH:44]2[CH2:49][CH2:48][CH:47]([O:50][CH2:66][C:67]([C:69]3[CH:74]=[CH:73][CH:72]=[CH:71][CH:70]=3)=[O:68])[CH:46]([O:51][CH3:52])[CH2:45]2)[CH:7]([CH3:54])[CH:6]([O:55][Si:56]([C:59]([CH3:60])([CH3:61])[CH3:62])([CH3:58])[CH3:57])[CH2:5][C:4]1=[O:63])[CH3:2] |f:3.4.5.6|. Procedure details: To a solution of 17-ethyl-1-hydroxy-14-(tert-butyldimethylsiloxy)-12-[2'-(4"-hydroxy-3"-methoxycyclohexyl)-1'-methylvinyl]-23,25-dimethoxy-13,19,21,27-tetramethyl-11,28-dioxa-4-azatricyclo[22.3.1.04,9 ]octacos-18-ene-2,3,10,16-tetraone (500 mg) and rhodium acetate (5 mg, 2 mol %) in dichloromethane (4 ml) was added α-diazoacetophenone (159 mg, 2 eq.) in dichloromethane (2 ml) dropwise. The reaction mixture was stirred for 15 minutes after the addition and then filtered through a silica gel pad w... The reactants are CCCCCCCCc1ccc(N)cc1, Cl, [I-], [K+], O=N[O-], [Na+], [Na+], [Na+], O, O=S([O-])([O-])=S. Yields the product CCCCCCCCc1ccc(I)cc1. RXN SMILES: [CH2:1]([CH2:2][CH2:3][CH2:4][CH2:5][CH2:6][CH2:7][CH3:8])[c:9]1[cH:10][cH:11][c:12]([NH2:13])[cH:14][cH:15]1.[ClH:16].[I-:22].[K+:21].[N:17]([O-:18])=[O:19].[Na+:20].[Na+:28].[Na+:29].[OH2:30].[S:23]([O-:24])([O-:25])(=[O:26])=[S:27]>>[CH2:1]([CH2:2][CH2:3][CH2:4][CH2:5][CH2:6][CH2:7][CH3:8])[c:9]1[cH:10][cH:11][c:12]([I:22])[cH:14][cH:15]1.